From a dataset of the Open Reaction Database (ORD), a public repository of structured organic reaction records. describe an organic reaction: reactants, conditions, products, and yield Starting materials: C12C3=CC(=CC=C3C(CNC1)CC2)NC2=NC=C(C(=N2)NC2=C(C=CC=C2)S(=O)(=O)NC)Cl (2-[2-(10-aza-tricyclo[6.3.2.0*2,7*]trideca-2,4,6-trien-4-ylamino)-5-chloro-pyrimidin-4-ylamino]-N-methyl-benzenesulfonamide), C(C)(=O)Cl (acetyl chloride). Yields the product C(C)(=O)N1CC2C3=CC=C(C=C3C(C1)CC2)NC2=NC=C(C(=N2)NC2=C(C=CC=C2)S(=O)(=O)NC)Cl (2-[2-(10-Acetyl-10-aza-tricyclo[6.3.2.0*2,7*]trideca-2,4,6-trien-4-ylamino)-5-chloro-pyrimidin-4-ylamino]-N-methyl-benzenesulfonamide), oil. Yield: 77.0%. RXN SMILES: [CH:1]12[CH2:13][CH2:12][CH:8]([CH2:9][NH:10][CH2:11]1)[C:7]1[C:2]2=[CH:3][C:4]([NH:14][C:15]2[N:20]=[C:19]([NH:21][C:22]3[CH:27]=[CH:26][CH:25]=[CH:24][C:23]=3[S:28]([NH:31][CH3:32])(=[O:30])=[O:29])[C:18]([Cl:33])=[CH:17][N:16]=2)=[CH:5][CH:6]=1.[C:34](Cl)(=[O:36])[CH3:35]>>[C:34]([N:10]1[CH2:11][CH:1]2[CH2:13][CH2:12][CH:8]([C:7]3[C:2]2=[CH:3][C:4]([NH:14][C:15]2[N:20]=[C:19]([NH:21][C:22]4[CH:27]=[CH:26][CH:25]=[CH:24][C:23]=4[S:28]([NH:31][CH3:32])(=[O:30])=[O:29])[C:18]([Cl:33])=[CH:17][N:16]=2)=[CH:5][CH:6]=3)[CH2:9]1)(=[O:36])[CH3:35]. Reported procedure: 2-[2-(10-Acetyl-10-aza-tricyclo[6.3.2.0*2,7*]trideca-2,4,6-trien-4-ylamino)-5-chloro-pyrimidin-4-ylamino]-N-methyl-benzenesulfonamide was prepared from 2-[2-(10-aza-tricyclo[6.3.2.0*2,7*]trideca-2,4,6-trien-4-ylamino)-5-chloro-pyrimidin-4-ylamino]-N-methyl-benzenesulfonamide and acetyl chloride in an analogous manner to Example 282. Product isolated as a yellow oil (25.3 mg, 77%). LCMS (m/e) 527 (M+1); 1H-NMR (CDCl3, 400 MHz,) major rotomer δ 9.09 (s, 1H), (d, 1H, J=9.5 Hz), 8.11 (s, 1H), 8.00-7... Reactants: COC1=NSC(=C1C#N)C1=CC=CC=C1 (3-methoxy-4-cyano-5-phenyl-isothiazole), solution, 25, Br (hydrobromic acid). The solvent is C(C)(=O)O (acetic acid). Reaction conditions: time 1 hour. Product: OC1=NSC(=C1C#N)C1=CC=CC=C1 (3-hydroxy-4-cyano-5-phenyl-isothiazole). Yield: 85.5%. RXN SMILES: C[O:2][C:3]1[C:7]([C:8]#[N:9])=[C:6]([C:10]2[CH:15]=[CH:14][CH:13]=[CH:12][CH:11]=2)[S:5][N:4]=1.Br>C(O)(=O)C>[OH:2][C:3]1[C:7]([C:8]#[N:9])=[C:6]([C:10]2[CH:11]=[CH:12][CH:13]=[CH:14][CH:15]=2)[S:5][N:4]=1. Procedure: A mixture of 20 g of 3-methoxy-4-cyano-5-phenyl-isothiazole [prepared by the method of U.S. Pat. No. 3,476,765] and 200 ml of a solution of 25 parts by weight of hydrobromic acid in 75 parts by weight of acetic acid was heated at 80°C with stirring for 1 hour and the resulting suspension was evaporated to dryness under reduced pressure. The residue was empasted with ethanol and the mixture was vacuum filtered to obtain 16 g of 3-hydroxy-4-cyano-5-phenyl-isothiazole in the form of white crystals ... The reactants are CC1(OB(OC1(C)C)C1=COC=C1)C (3-(4,4,5,5-tetramethyl-1,3,2-dioxaborolan-2-yl)furan), BrC=1C=C(C=CC1)NC(COCC(=O)NC1=C(C(=O)O)C=C(C=C1)Cl)=O (2-[((2-[(3-bromophenyl)amino]-2-oxoethoxy)acetyl)amino]-5-chlorobenzoic acid), methyl ester. Reaction SMILES: CC1(C)C(C)(C)OB([C:9]2[CH:13]=[CH:12][O:11][CH:10]=2)O1.Br[C:16]1[CH:17]=[C:18]([NH:22][C:23](=[O:40])[CH2:24][O:25][CH2:26][C:27]([NH:29][C:30]2[CH:38]=[CH:37][C:36]([Cl:39])=[CH:35][C:31]=2[C:32]([OH:34])=[O:33])=[O:28])[CH:19]=[CH:20][CH:21]=1>>[Cl:39][C:36]1[CH:37]=[CH:38][C:30]([NH:29][C:27](=[O:28])[CH2:26][O:25][CH2:24][C:23]([NH:22][C:18]2[CH:19]=[CH:20][CH:21]=[C:16]([C:9]3[CH:13]=[CH:12][O:11][CH:10]=3)[CH:17]=2)=[O:40])=[C:31]([CH:35]=1)[C:32]([OH:34])=[O:33]. Yields the product ClC=1C=CC(=C(C(=O)O)C1)NC(COCC(=O)NC1=CC(=CC=C1)C1=COC=C1)=O (5-chloro-2-([(2-([3-(furan-3-yl)phenyl]amino)-2-oxoethoxy)acetyl]amino)benzoic acid). Reported procedure: Using the same method as in Example 5-(i), 3-(4,4,5,5-tetramethyl-1,3,2-dioxaborolan-2-yl)furan was reacted with the 2-[((2-[(3-bromophenyl)amino]-2-oxoethoxy)acetyl)amino]-5-chlorobenzoic acid.methyl ester obtained in Example 19-(i) to give 5-chloro-2-([(2-([3-(furan-3-yl)phenyl]amino)-2-oxoethoxy)acetyl]amino)benzoic acid.methyl ester (yield: 75%). Starting materials: CS(=O)(=O)C1=C(C=C(C=C1)C(C(=O)O)CC1OCCCC1)C(F)(F)F (2-(4-methylsulfonyl-3-trifluoromethyl-phenyl)-3-(tetrahydro-pyran-2-yl)-propionic acid), C(C(=O)Cl)(=O)Cl (oxalyl chloride), NC1=NC=CN=C1 (2-aminopyrazine), N1=C(C=CC=C1C)C (2,6-lutidine). The reagents and catalysts are CN(C=O)C (N,N-dimethylformamide). The solvent is C(Cl)Cl (methylene chloride), C(Cl)Cl (methylene chloride), O1CCCC1 (tetrahydrofuran), O (water). Run at temperature 0 celsius, time 30 minute. Product: hexanes ethyl acetate, CS(=O)(=O)C1=C(C=C(C=C1)C(C(=O)NC1=NC=CN=C1)CC1OCCCC1)C(F)(F)F (2-(4-methanesulfonyl-3-trifluoromethyl-phenyl)-N-pyrazin-2-yl-3-(tetrahydro-pyran-2-yl)-propionamide). Isolated yield 21.9%. RXN SMILES: [CH3:1][S:2]([C:5]1[CH:10]=[CH:9][C:8]([CH:11]([CH2:15][CH:16]2[CH2:21][CH2:20][CH2:19][CH2:18][O:17]2)[C:12](O)=[O:13])=[CH:7][C:6]=1[C:22]([F:25])([F:24])[F:23])(=[O:4])=[O:3].C(Cl)(=O)C(Cl)=O.[NH2:32][C:33]1[CH:38]=[N:37][CH:36]=[CH:35][N:34]=1.N1C(C)=CC=CC=1C>C(Cl)Cl.CN(C)C=O.O1CCCC1.O>[CH3:1][S:2]([C:5]1[CH:10]=[CH:9][C:8]([CH:11]([CH2:15][CH:16]2[CH2:21][CH2:20][CH2:19][CH2:18][O:17]2)[C:12]([NH:32][C:33]2[CH:38]=[N:37][CH:36]=[CH:35][N:34]=2)=[O:13])=[CH:7][C:6]=1[C:22]([F:23])([F:25])[F:24])(=[O:3])=[O:4]. Procedure: A solution of 2-(4-methylsulfonyl-3-trifluoromethyl-phenyl)-3-(tetrahydro-pyran-2-yl)-propionic acid (prepared as in Example 12, 50 mg, 0.13 mmol) in methylene chloride (1 mL) was treated with N,N-dimethylformamide (3 drops) and then cooled to 0° C. The reaction mixture was then treated with a 2.OM solution of oxalyl chloride in methylene chloride (0.08 mL, 0.156 mmol). The reaction mixture was stirred at 0° C. for 30 min, allowed to warm to 25° C., and then concentrated in vacuo to remove solve... The reactants are COC1=C(C=CC=C1)N1CCN(CC1)CC=1C=NC=C(C1)C1=CC=CC=C1 (1-(2-methoxyphenyl)-4-[(5-phenyl-3-pyridyl)methyl]piperazine), Cl.N1=CC=CC=C1 (pyridine hydrochloride). Run in N1=CC=CC=C1 (pyridine). Run at time 3 hour. The product is OC1=C(C=CC=C1)N1CCN(CC1)CC=1C=NC=C(C1)C1=CC=CC=C1 (1-(2-hydroxyphenyl)-4-[(5-phenyl-3-pyridyl)methyl]piperazine). Reaction SMILES: C[O:2][C:3]1[CH:8]=[CH:7][CH:6]=[CH:5][C:4]=1[N:9]1[CH2:14][CH2:13][N:12]([CH2:15][C:16]2[CH:17]=[N:18][CH:19]=[C:20]([C:22]3[CH:27]=[CH:26][CH:25]=[CH:24][CH:23]=3)[CH:21]=2)[CH2:11][CH2:10]1.Cl.N1C=CC=CC=1>N1C=CC=CC=1>[OH:2][C:3]1[CH:8]=[CH:7][CH:6]=[CH:5][C:4]=1[N:9]1[CH2:14][CH2:13][N:12]([CH2:15][C:16]2[CH:17]=[N:18][CH:19]=[C:20]([C:22]3[CH:23]=[CH:24][CH:25]=[CH:26][CH:27]=3)[CH:21]=2)[CH2:11][CH2:10]1 |f:1.2|. Reported procedure: A mixture of 0.6 g of 1-(2-methoxyphenyl)-4-[(5-phenyl-3-pyridyl)methyl]piperazine [obtainable as described for Example 1], 1.8 g of pyridine hydrochloride and 50 ml of pyridine is boiled for 3 hours. The mixture is cooled and evaporated, and work-up is as usual, yielding 1-(2-hydroxyphenyl)-4-[(5-phenyl-3-pyridyl)methyl]piperazine. The reactants are C(C)(C)(C)OC(CNC1CCCC1)=O (N-cyclopentylglycine t-butyl ester), N,N1 -dicyclohexylcarbodiimide, ClCC(=O)C1=C(C(C(=O)O)=CC=C1)O (3-Chloroacetylsalicylic acid). Solvent: C(Cl)Cl (methylene chloride). The product is C(C)(C)(C)OC(CN(C1CCCC1)C(C=1C(O)=C(C=CC1)C(CCl)=O)=O)=O (N-(3-chloroacetylsalicyloyl)-N-cyclopentylglycine t-butyl ester). Reaction SMILES: [Cl:1][CH2:2][C:3]([C:5]1[CH:13]=[CH:12][CH:11]=[C:7]([C:8]([OH:10])=O)[C:6]=1[OH:14])=[O:4].[C:15]([O:19][C:20](=[O:28])[CH2:21][NH:22][CH:23]1[CH2:27][CH2:26][CH2:25][CH2:24]1)([CH3:18])([CH3:17])[CH3:16]>C(Cl)Cl>[C:15]([O:19][C:20](=[O:28])[CH2:21][N:22]([C:8](=[O:10])[C:7]1[C:6](=[C:5]([C:3](=[O:4])[CH2:2][Cl:1])[CH:13]=[CH:12][CH:11]=1)[OH:14])[CH:23]1[CH2:24][CH2:25][CH2:26][CH2:27]1)([CH3:18])([CH3:16])[CH3:17]. Procedure: 3-Chloroacetylsalicylic acid was combined with N-cyclopentylglycine t-butyl ester and N,N1 -dicyclohexylcarbodiimide at 0° C. in methylene chloride as described in Example I. Similar workup gave crude N-(3-chloroacetylsalicyloyl)-N-cyclopentylglycine t-butyl ester, which was cleaved to N-(3-chloroacetylsalicyloyl)-N-cyclopentylglycine using iodotrimethylsilane prepared in situ as described in Example I. Hydrolysis with aqueous sodium hydroxide (Example IV) provided the title compound. Reactants: C(#N)CC(=O)NC1=C(C=CC=C1F)F (2-cyano-2',6'-difluoroacetanilide), COC(N(C)C)OC (N,N-dimethylformamide dimethylacetal). The product is C(#N)C(C(=O)NC1=C(C=CC=C1F)F)=CN(C)C (2-cyano-3-dimethylamino-2', 6'-difluoroacrylanilide). RXN SMILES: [C:1]([CH2:3][C:4]([NH:6][C:7]1[C:12]([F:13])=[CH:11][CH:10]=[CH:9][C:8]=1[F:14])=[O:5])#[N:2].CO[CH:17](OC)[N:18]([CH3:20])[CH3:19]>>[C:1]([C:3](=[CH:17][N:18]([CH3:20])[CH3:19])[C:4]([NH:6][C:7]1[C:8]([F:14])=[CH:9][CH:10]=[CH:11][C:12]=1[F:13])=[O:5])#[N:2]. Procedure: As for Example 1, 2-cyano-2',6'-difluoroacetanilide as colorless crystals, m.p. 180°-181° C. (prepared by the procedure described in U.S. Pat. No. 3,116,312), is heated with N,N-dimethylformamide dimethylacetal to yield 2-cyano-3-dimethylamino-2', 6'-difluoroacrylanilide as colorless crystals, m.p. 158°-159.5° C.